This data is from the Open Reaction Database (ORD), a public repository of structured organic reaction records. The task is: describe an organic reaction: reactants, conditions, products, and yield Reactants: C(C)(=O)NC=1C=C(C(=O)N(C)OC)C=C(N1)NC(C)=O (2,6-bis-acetylamino-N-methoxy-N-methyl-isonicotinamide), C1(=CC=CC=C1)[Mg]Br (phenylmagnesium bromide). Product: NC1=NC(=CC(=C1)C(=O)C1=CC=CC=C1)N ((2,6-Diamino-Pyridin-4-yl)-phenyl-methanone), C(C)#N.O (acetonitrile water). The yield is 37.0%. RXN SMILES: [C:1]([NH:4][C:5]1[CH:6]=[C:7]([CH:14]=[C:15]([NH:17]C(=O)C)[N:16]=1)[C:8](N(OC)C)=[O:9])(=[O:3])[CH3:2].[C:21]1([Mg]Br)[CH:26]=[CH:25][CH:24]=[CH:23][CH:22]=1>>[NH2:17][C:15]1[CH:14]=[C:7]([C:8]([C:21]2[CH:26]=[CH:25][CH:24]=[CH:23][CH:22]=2)=[O:9])[CH:6]=[C:5]([NH2:4])[N:16]=1.[C:1](#[N:4])[CH3:2].[OH2:3] |f:3.4|. Procedure details: The title compound was prepared in accordance with the general method of example 371 from 2,6-bis-acetylamino-N-methoxy-N-methyl-isonicotinamide and phenylmagnesium bromide. The purification was performed by reversed phase HPLC eluting with an acetonitrile/water gradient Yield: 37%.